Dataset: the Open Reaction Database (ORD), a public repository of structured organic reaction records. Task: describe an organic reaction: reactants, conditions, products, and yield The solvent is C(C)O (ethanol). Starting materials: C(C)OC(=O)C=1C(=NC2=C(C=C(C=C2C1CC1=C(C=CC=C1)Cl)Cl)OC)C(C)C (6-chloro-4-(2-chloro-benzyl)-2-isopropyl-8-methoxy-quinoline-3-carboxylic acid ethyl ester), [OH-].[Na+] (NaOH), solid. RXN SMILES: C([O:3][C:4]([C:6]1[C:7]([CH:27]([CH3:29])[CH3:28])=[N:8][C:9]2[C:14]([C:15]=1[CH2:16][C:17]1[CH:22]=[CH:21][CH:20]=[CH:19][C:18]=1[Cl:23])=[CH:13][C:12]([Cl:24])=[CH:11][C:10]=2[O:25][CH3:26])=[O:5])C.[OH-].[Na+]>C(O)C>[Cl:24][C:12]1[CH:13]=[C:14]2[C:9](=[C:10]([O:25][CH3:26])[CH:11]=1)[N:8]=[C:7]([CH:27]([CH3:28])[CH3:29])[C:6]([C:4]([OH:5])=[O:3])=[C:15]2[CH2:16][C:17]1[CH:22]=[CH:21][CH:20]=[CH:19][C:18]=1[Cl:23] |f:1.2|. The product is ClC=1C=C2C(=C(C(=NC2=C(C1)OC)C(C)C)C(=O)O)CC1=C(C=CC=C1)Cl (6-Chloro-4-(2-chloro-benzyl)-2-isopropyl-8-methoxy-quinoline-3-carboxylic acid). Procedure details: The title compound was prepared in analogy to example 6 step B from a mixture of 6-chloro-4-(2-chloro-benzyl)-2-isopropyl-8-methoxy-quinoline-3-carboxylic acid ethyl ester (20 mg, 0.05 mmol) and 1N NaOH in ethanol. Off white solid (5 mg, 27%). LC-MS (ESI): 404 (M+H)+. Reactants: [BH4-], Cc1nn(C)c(C)c1-c1cccc(C=O)c1, COCCOC, [Na+], C1CCOC1, O=C(O)CC(O)(CC(=O)O)C(=O)O. Product: Cc1nn(C)c(C)c1-c1cccc(CO)c1. RXN SMILES: [BH4-:17].[CH3:1][n:2]1[n:3][c:4]([CH3:16])[c:5](-[c:8]2[cH:9][c:10]([CH:11]=[O:12])[cH:13][cH:14][cH:15]2)[c:6]1[CH3:7].[CH3:32][O:33][CH2:34][CH2:35][O:36][CH3:37].[Na+:18].[O:38]1[CH2:39][CH2:40][CH2:41][CH2:42]1.[OH:19][C:20]([CH2:21][C:22]([C:23](=[O:24])[OH:25])([CH2:26][C:27](=[O:28])[OH:29])[OH:30])=[O:31]>>[CH3:1][n:2]1[n:3][c:4]([CH3:16])[c:5](-[c:8]2[cH:9][c:10]([CH2:11][OH:12])[cH:13][cH:14][cH:15]2)[c:6]1[CH3:7]. Reactants: [BH4-], O=Cc1cc(OCc2ccccc2)cc(OCc2ccccc2)c1, CCOC(CN=Cc1cc(OCc2ccccc2)cc(OCc2ccccc2)c1)OCC, CCO, CCOC(CN)OCC, [Na+]. Product: CCOC(CNCc1cc(OCc2ccccc2)cc(OCc2ccccc2)c1)OCC. RXN SMILES: [BH4-:66].[CH2:1]([O:2][c:3]1[cH:4][c:5]([CH:17]=[O:18])[cH:6][c:7]([O:8][CH2:9][c:10]2[cH:11][cH:12][cH:13][cH:14][cH:15]2)[cH:16]1)[c:19]1[cH:20][cH:21][cH:22][cH:23][cH:24]1.[CH2:34]([c:35]1[cH:36][cH:37][cH:38][cH:39][cH:40]1)[O:41][c:42]1[cH:43][c:44]([CH:45]=[N:46][CH2:47][CH:48]([O:49][CH2:50][CH3:51])[O:52][CH2:53][CH3:54])[cH:55][c:56]([O:58][CH2:59][c:60]2[cH:61][cH:62][cH:63][cH:64][cH:65]2)[cH:57]1.[CH3:68][CH2:69][OH:70].[NH2:25][CH2:26][CH:27]([O:28][CH2:29][CH3:30])[O:31][CH2:32][CH3:33].[Na+:67]>>[CH2:34]([c:35]1[cH:36][cH:37][cH:38][cH:39][cH:40]1)[O:41][c:42]1[cH:43][c:44]([CH2:45][NH:46][CH2:47][CH:48]([O:49][CH2:50][CH3:51])[O:52][CH2:53][CH3:54])[cH:55][c:56]([O:58][CH2:59][c:60]2[cH:61][cH:62][cH:63][cH:64][cH:65]2)[cH:57]1. Starting materials: ClC1=C(C(=O)O)C=C(C=C1[N+](=O)[O-])Cl (2,5-dichloro-3-nitrobenzoic acid), [Sn] (tin), Cl (hydrochloric acid). The solvent is O (water). Run at temperature 95 celsius. Yields the product NC=1C(=C(C(=O)O)C=C(C1)Cl)Cl (3-amino-2,5-dichlorobenzoic acid). As a reaction SMILES: [Cl:1][C:2]1[C:10]([N+:11]([O-])=O)=[CH:9][C:8]([Cl:14])=[CH:7][C:3]=1[C:4]([OH:6])=[O:5].[Sn].Cl>O>[NH2:11][C:10]1[C:2]([Cl:1])=[C:3]([CH:7]=[C:8]([Cl:14])[CH:9]=1)[C:4]([OH:6])=[O:5] |^3:14|. Procedure details: To a flask in which had been placed 47.20 grams (0.20 mole) of 2,5-dichloro-3-nitrobenzoic acid and 40.0 grams (0.326 mole) of granular tin were added, with good agitation, 200 mL of water and 200 mL of concentrated hydrochloric acid. The stirred reaction mixture was heated at 95° C. for 4.5 hours and at the conclusion of this period was poured over ice, causing a solid to form. This solid was removed by filtration and washed with water, then dissolved in ethyl acetate. This solution was washed ... Starting materials: CCOC(=O)/N=N/C(=O)OCC (DEAD), C1(=CC=CC=C1)P(C1=CC=CC=C1)C1=CC=CC=C1 (triphenylphosphine), C1(C=2C(C(N1)=O)=CC=CC2)=O (phthalimide), C(=O)(OCC1=CC=CC=C1)N1CCCCC1 (N-Cbz-piperidine). Solvent: C1CCOC1 (THF), C1CCOC1 (THF). Run at time 10.5 hour. The product is C(C1=CC=CC=C1)OC(=O)N1CCC(CC1)N1C(C=2C(C1=O)=CC=CC2)=O (1-benzyloxycarbonyl-4-phthalimidylpiperidine). Yield: 50.0%. As a reaction SMILES: CCOC(/N=N/C(OCC)=O)=O.C1(P(C2C=CC=CC=2)C2C=CC=CC=2)C=CC=CC=1.[C:32]([N:42]1[CH2:47][CH2:46][CH2:45][CH2:44][CH2:43]1)([O:34][CH2:35][C:36]1[CH:41]=[CH:40][CH:39]=[CH:38][CH:37]=1)=[O:33].[C:48]1(=[O:58])[NH:52][C:51](=[O:53])[C:50]2=[CH:54][CH:55]=[CH:56][CH:57]=[C:49]12>C1COCC1>[CH2:35]([O:34][C:32]([N:42]1[CH2:47][CH2:46][CH:45]([N:52]2[C:51](=[O:53])[C:50]3=[CH:54][CH:55]=[CH:56][CH:57]=[C:49]3[C:48]2=[O:58])[CH2:44][CH2:43]1)=[O:33])[C:36]1[CH:41]=[CH:40][CH:39]=[CH:38][CH:37]=1. Procedure: A solution of DEAD (1.61 mL, 10.2 mmol) in 20 mL of THF was added to a solution of triphenylphosphine (2.69 g, 10.3 mmol), the N-Cbz-piperidine prepared in Example 16A (2.36 g, 100 mmol) and phthalimide (1.50 g, 10.2 mmol) in 80 mL of THF. After stirring 10.5 h at R.T. the mixture was quenched with water, extracted with EtOAc (3×) and the combined extracts washed with brine solution, dried over Na2SO4 and concentrated to give the crude product. Purification of this material by chromatography (he...